Dataset: the Open Reaction Database (ORD), a public repository of structured organic reaction records. Task: describe an organic reaction: reactants, conditions, products, and yield Reactants: O (water), ClC1=CC=C(C=C1)[N+](=O)[O-] (1-Chloro-4-nitrobenzene), OC=1C=NC=CC1 (3-hydroxypyridine), C([O-])([O-])=O.[K+].[K+] (Potassium carbonate). Run in CN(C=O)C (N,N-dimethylformamide). Run at temperature 100 celsius, time 20 hour. Yields the product N1=CC(=CC=C1)OC1=CC=C(C=C1)[N+](=O)[O-] (4-(Pyridin-3-yl)oxy-1-nitrobenzene). Reaction SMILES: Cl[C:2]1[CH:7]=[CH:6][C:5]([N+:8]([O-:10])=[O:9])=[CH:4][CH:3]=1.[OH:11][C:12]1[CH:13]=[N:14][CH:15]=[CH:16][CH:17]=1.C(=O)([O-])[O-].[K+].[K+].O>CN(C)C=O>[N:14]1[CH:15]=[CH:16][CH:17]=[C:12]([O:11][C:2]2[CH:7]=[CH:6][C:5]([N+:8]([O-:10])=[O:9])=[CH:4][CH:3]=2)[CH:13]=1 |f:2.3.4|. Reported procedure: 1-Chloro-4-nitrobenzene (40 g, 0.25 mol) and 3-hydroxypyridine (36 g, 0.38 mol) were dissolved in N,N-dimethylformamide (100 mL). Potassium carbonate (52.6 g, 0.38 mol) was added thereto, and the mixture was stirred for 20 h at 100° C. After completion of the reaction, water was added. The reaction mixture was extracted with ethyl acetate, washed with saturated sodium chloride solution, and dried over anhydrous magnesium sulfate to give the title compound. The product is CC(=O)N1CCOC(C(=O)O)C1. Reactants: CC(=O)N1CCOC(C(=O)OCc2ccccc2)C1, CCO. As a reaction SMILES: [C:1]([CH3:2])(=[O:3])[N:4]1[CH2:5][CH:6]([C:10](=[O:11])[O:12][CH2:13][c:14]2[cH:15][cH:16][cH:17][cH:18][cH:19]2)[O:7][CH2:8][CH2:9]1.[CH3:20][CH2:21][OH:22]>>[C:1]([CH3:2])(=[O:3])[N:4]1[CH2:5][CH:6]([C:10](=[O:11])[OH:12])[O:7][CH2:8][CH2:9]1. The reactants are CCN(C(C)C)C(C)C, ClC(Cl)Cl, Cn1nccc1-c1cc(C(=O)O)sc1Cl, NC(Cc1c(F)cccc1F)C(=O)O, NC(Cc1cc(F)ccc1F)CN1C(=O)c2ccccc2C1=O. The product is Cn1nccc1-c1cc(C(=O)NC(Cc2cc(F)ccc2F)CN2C(=O)c3ccccc3C2=O)sc1Cl. As a reaction SMILES: [CH:53]([N:54]([CH2:55][CH3:56])[CH:57]([CH3:58])[CH3:59])([CH3:60])[CH3:61].[CH:62]([Cl:63])([Cl:64])[Cl:65].[Cl:1][c:2]1[c:3](-[c:10]2[cH:11][cH:12][n:13][n:14]2[CH3:15])[cH:4][c:5]([C:7](=[O:8])[OH:9])[s:6]1.[F:39][c:40]1[cH:41][cH:42][cH:43][c:44]([F:45])[c:46]1[CH2:47][CH:48]([C:49]([OH:50])=[O:51])[NH2:52].[NH2:16][CH:17]([CH2:18][N:19]1[C:20](=[O:29])[c:21]2[cH:22][cH:23][cH:24][cH:25][c:26]2[C:27]1=[O:28])[CH2:30][c:31]1[c:32]([F:38])[cH:33][cH:34][c:35]([F:37])[cH:36]1>>[Cl:1][c:2]1[c:3](-[c:10]2[cH:11][cH:12][n:13][n:14]2[CH3:15])[cH:4][c:5]([C:7](=[O:9])[NH:16][CH:17]([CH2:18][N:19]2[C:20](=[O:29])[c:21]3[cH:22][cH:23][cH:24][cH:25][c:26]3[C:27]2=[O:28])[CH2:30][c:31]2[c:32]([F:38])[cH:33][cH:34][c:35]([F:37])[cH:36]2)[s:6]1. Reactants: CC(C)CCCC(C)C1CCC2C3CCC4CC(N5C(=O)c6ccccc6C5=O)CCC4(C)C3CCC12C, CO, CCOCC, Cl, NN, [Na+], [OH-]. Yields the product CC(C)CCCC(C)C1CCC2C3CCC4CC(N)CCC4(C)C3CCC12C. RXN SMILES: [C:1]1(=[O:2])[N:5]([CH:6]2[CH2:7][CH:8]3[CH2:9][CH2:10][CH:11]4[CH:12]5[CH2:13][CH2:14][CH:15]([CH:16]([CH2:17][CH2:18][CH2:19][CH:20]([CH3:21])[CH3:22])[CH3:23])[C:24]5([CH3:32])[CH2:25][CH2:26][CH:27]4[C:28]3([CH3:31])[CH2:29][CH2:30]2)[C:3](=[O:4])[c:33]2[cH:34][cH:35][cH:36][cH:37][c:38]21.[CH3:44][OH:45].[CH3:46][CH2:47][O:48][CH2:49][CH3:50].[ClH:41].[NH2:39][NH2:40].[Na+:43].[OH-:42]>>[NH2:5][CH:6]1[CH2:7][CH:8]2[CH2:9][CH2:10][CH:11]3[CH:12]4[CH2:13][CH2:14][CH:15]([CH:16]([CH2:17][CH2:18][CH2:19][CH:20]([CH3:21])[CH3:22])[CH3:23])[C:24]4([CH3:32])[CH2:25][CH2:26][CH:27]3[C:28]2([CH3:31])[CH2:29][CH2:30]1.